This data is from the Open Reaction Database (ORD), a public repository of structured organic reaction records. The task is: describe an organic reaction: reactants, conditions, products, and yield Reactants: C(C)C=1C=C(C=C(C1N)C)O (3-ethyl-4-amino-5-methylphenol), Cl (hydrochloric acid), [OH-].[K+] (potassium hydroxide), BrCCCCC(=O)OCC (ethyl 5-bromovalerate). Solvent: CS(=O)C (dimethyl sulfoxide). Run at temperature 15 celsius. Product: CC1=C(N)C(=CC(=C1)OCCCCC(=O)OCC)CC (2-methyl-4(4'-ethoxycarbonylbutoxy)-6-ethylaniline). Yield: 71.4%. As a reaction SMILES: [CH2:1]([C:3]1[CH:4]=[C:5]([OH:11])[CH:6]=[C:7]([CH3:10])[C:8]=1[NH2:9])[CH3:2].[OH-].[K+].Br[CH2:15][CH2:16][CH2:17][CH2:18][C:19]([O:21][CH2:22][CH3:23])=[O:20].Cl>CS(C)=O>[CH3:10][C:7]1[CH:6]=[C:5]([O:11][CH2:15][CH2:16][CH2:17][CH2:18][C:19]([O:21][CH2:22][CH3:23])=[O:20])[CH:4]=[C:3]([CH2:1][CH3:2])[C:8]=1[NH2:9] |f:1.2|. Procedure details: 500 ml of dimethyl sulfoxide (DMSO) are introduced at room temperature and, while stirring vigorously, 52.1 g (338.6 mmol) of the 3-ethyl-4-amino-5-methylphenol prepared in stage 2 are added in small portions. The mixture is cooled to 15° C. Then 33.5 g (507.9 mmol) of aqueous 85% strength potassium hydroxide solution are added dropwise so that the reaction temperature does not exceed 20° C. Then 82.7 ml (507.9 mmol) of ethyl 5-bromovalerate are added dropwise over the course of 70 minutes, main... Reactants: O=C([O-])[O-], CCOC(=O)c1cc(C2CCCN(C(=O)c3sc(-c4ccc(C(F)(F)F)cc4)nc3C)C2)ccc1C, CO, [K+], [K+], O. Product: Cc1ccc(C2CCCN(C(=O)c3sc(-c4ccc(C(F)(F)F)cc4)nc3C)C2)cc1C(=O)O. As a reaction SMILES: [C:37](=[O:38])([O-:39])[O-:40].[CH2:1]([CH3:2])[O:3][C:4]([c:5]1[c:6]([CH3:35])[cH:7][cH:8][c:9]([CH:11]2[CH2:12][N:13]([C:17](=[O:18])[c:19]3[c:20]([CH3:34])[n:21][c:22](-[c:24]4[cH:25][cH:26][c:27]([C:30]([F:31])([F:32])[F:33])[cH:28][cH:29]4)[s:23]3)[CH2:14][CH2:15][CH2:16]2)[cH:10]1)=[O:36].[CH3:43][OH:44].[K+:41].[K+:42].[OH2:45]>>[O:3]=[C:4]([c:5]1[c:6]([CH3:35])[cH:7][cH:8][c:9]([CH:11]2[CH2:12][N:13]([C:17](=[O:18])[c:19]3[c:20]([CH3:34])[n:21][c:22](-[c:24]4[cH:25][cH:26][c:27]([C:30]([F:31])([F:32])[F:33])[cH:28][cH:29]4)[s:23]3)[CH2:14][CH2:15][CH2:16]2)[cH:10]1)[OH:36]. The reactants are CC(C#C)(C)O (3-methyl-1-butyn-3-ol), BrC1=C2/C(/C(NC2=CC=C1)=O)=C/C=1NC=CC1OC ((Z)-4-bromo-1,3-dihydro-3-[(3-methoxy-1H-pyrrol-2-yl)methylene]-2H-indol-2-one), BrC1=C2/C(/C(NC2=CC=C1)=O)=C/C=1NC=CC1OC ((Z)-4-bromo-1,3-dihydro-3-[(3-methoxy-1H-pyrrol-2-yl)methylene]-2H-indol-2-one). Reagents/catalysts: Cl[Pd]([P](C1=CC=CC=C1)(C2=CC=CC=C2)C3=CC=CC=C3)([P](C4=CC=CC=C4)(C5=CC=CC=C5)C6=CC=CC=C6)Cl ((Ph3P)2PdCl2). The solvent is CCN(CC)CC (Et3N), CN(C)C=O (DMF). Yields the product OC(C#CC1=C2/C(/C(NC2=CC=C1)=O)=C/C=1NC=CC1OC)(C)C ((Z)-1,3-dihydro-4-(3-hydroxy-3-methyl-1-butynyl)-3-[(3-methoxy-1H-pyrrol-2-yl)methylene]-2H-indol-2-one). As a reaction SMILES: [CH3:1][C:2]([OH:6])([CH3:5])[C:3]#[CH:4].Br[C:8]1[CH:16]=[CH:15][CH:14]=[C:13]2[C:9]=1/[C:10](=[CH:18]/[C:19]1[NH:20][CH:21]=[CH:22][C:23]=1[O:24][CH3:25])/[C:11](=[O:17])[NH:12]2>Cl[Pd](Cl)([P](C1C=CC=CC=1)(C1C=CC=CC=1)C1C=CC=CC=1)[P](C1C=CC=CC=1)(C1C=CC=CC=1)C1C=CC=CC=1.CN(C=O)C.CCN(CC)CC>[OH:6][C:2]([CH3:5])([CH3:1])[C:3]#[C:4][C:8]1[CH:16]=[CH:15][CH:14]=[C:13]2[C:9]=1/[C:10](=[CH:18]/[C:19]1[NH:20][CH:21]=[CH:22][C:23]=1[O:24][CH3:25])/[C:11](=[O:17])[NH:12]2 |^1:28,47|. Procedure details: Using Method D above, 3-methyl-1-butyn-3-ol (150 mg, 1.78 mmol) (Aldrich) was coupled with (Z)-4-bromo-1,3-dihydro-3-[(3-methoxy-1H-pyrrol-2-yl)methylene]-2H-indol-2-one (101 mg, 0.32 mmol) (Starting Material 1 supra) using (Ph3P)2PdCl2 (30 mg) and Cul (16 mg) as catalyst in DMF (3 mL) and Et3N (3 mL) as solvent at 70° C. for 18 h to yield (Z)-1,3-dihydro-4-(3-hydroxy-3-methyl-1-butynyl)-3-[(3-methoxy-1H-pyrrol-2-yl)methylene]-2H-indol-2-one. (Yield 43 mg, 38%). Starting materials: O=C([O-])[O-], Cc1cc(C=CC#N)cc(Oc2[nH]c(=O)[nH]c(=O)c2C(C)C)c1, COc1ccc(CNc2cc(COS(C)(=O)=O)cc(F)n2)cc1, [I-], [K+], [K+], [Li+], CN(C)C=O. Reaction SMILES: [C:47](=[O:48])([O-:49])[O-:50].[CH:24]([CH3:25])([CH3:26])[c:27]1[c:28]([O:35][c:36]2[cH:37][c:38]([CH:43]=[CH:44][C:45]#[N:46])[cH:39][c:40]([CH3:42])[cH:41]2)[nH:29][c:30](=[O:34])[nH:31][c:32]1=[O:33].[F:1][c:2]1[n:3][c:4]([NH:14][CH2:15][c:16]2[cH:17][cH:18][c:19]([O:22][CH3:23])[cH:20][cH:21]2)[cH:5][c:6]([CH2:8][O:9][S:10]([CH3:11])(=[O:12])=[O:13])[cH:7]1.[I-:53].[K+:51].[K+:52].[Li+:54].[O:55]=[CH:56][N:57]([CH3:58])[CH3:59]>>[F:1][c:2]1[n:3][c:4]([NH:14][CH2:15][c:16]2[cH:17][cH:18][c:19]([O:22][CH3:23])[cH:20][cH:21]2)[cH:5][c:6]([CH2:8][n:29]2[c:28]([O:35][c:36]3[cH:37][c:38]([CH:43]=[CH:44][C:45]#[N:46])[cH:39][c:40]([CH3:42])[cH:41]3)[c:27]([CH:24]([CH3:25])[CH3:26])[c:32](=[O:33])[nH:31][c:30]2=[O:34])[cH:7]1. Product: COc1ccc(CNc2cc(Cn3c(Oc4cc(C)cc(C=CC#N)c4)c(C(C)C)c(=O)[nH]c3=O)cc(F)n2)cc1. Reactants: CCO, CCOC(=O)c1cc2ccccc2n(C(C)C)c1=O, [Na+], [OH-], O. Product: CC(C)n1c(=O)c(C(=O)O)cc2ccccc21. As a reaction SMILES: [CH3:22][CH2:23][OH:24].[CH:1]([CH3:2])([CH3:3])[n:4]1[c:5](=[O:19])[c:6]([C:14](=[O:15])[O:16][CH2:17][CH3:18])[cH:7][c:8]2[cH:9][cH:10][cH:11][cH:12][c:13]12.[Na+:21].[OH-:20].[OH2:25]>>[CH:1]([CH3:2])([CH3:3])[n:4]1[c:5](=[O:19])[c:6]([C:14](=[O:15])[OH:16])[cH:7][c:8]2[cH:9][cH:10][cH:11][cH:12][c:13]12. Reactants: CS(=O)(=O)c1ccc(CC(=O)O)cc1, NCC1CN(Cc2ccc(Cl)c(Cl)c2)CCO1. Product: CS(=O)(=O)c1ccc(CC(=O)NCC2CN(Cc3ccc(Cl)c(Cl)c3)CCO2)cc1. RXN SMILES: [CH3:18][S:19](=[O:20])(=[O:21])[c:22]1[cH:23][cH:24][c:25]([CH2:28][C:29](=[O:30])[OH:31])[cH:26][cH:27]1.[Cl:1][c:2]1[cH:3][c:4]([CH2:5][N:6]2[CH2:7][CH:8]([CH2:12][NH2:13])[O:9][CH2:10][CH2:11]2)[cH:14][cH:15][c:16]1[Cl:17]>>[Cl:1][c:2]1[cH:3][c:4]([CH2:5][N:6]2[CH2:7][CH:8]([CH2:12][NH:13][C:29]([CH2:28][c:25]3[cH:24][cH:23][c:22]([S:19]([CH3:18])(=[O:20])=[O:21])[cH:27][cH:26]3)=[O:30])[O:9][CH2:10][CH2:11]2)[cH:14][cH:15][c:16]1[Cl:17]. Reactants: CCOc1cc(C(O)c2cccc(OC)c2)ccc1OC, ClCCl, O=[Mn]=O. Product: CCOc1cc(C(=O)c2cccc(OC)c2)ccc1OC. Reaction SMILES: [CH2:1]([CH3:2])[O:3][c:4]1[cH:5][c:6]([CH:12]([OH:13])[c:14]2[cH:15][c:16]([O:20][CH3:21])[cH:17][cH:18][cH:19]2)[cH:7][cH:8][c:9]1[O:10][CH3:11].[Cl:22][CH2:23][Cl:24].[O:25]=[Mn:26]=[O:27]>>[CH2:1]([CH3:2])[O:3][c:4]1[cH:5][c:6]([C:12](=[O:13])[c:14]2[cH:15][c:16]([O:20][CH3:21])[cH:17][cH:18][cH:19]2)[cH:7][cH:8][c:9]1[O:10][CH3:11].